From a dataset of the Open Reaction Database (ORD), a public repository of structured organic reaction records. describe an organic reaction: reactants, conditions, products, and yield The reactants are CC(c1ccc(Cl)cc1[N+](=O)[O-])N1C(=O)c2cc(I)ccc2N(CCCCC(=O)OC(C)(C)C)C(=O)C1c1ccc(Cl)cc1, CCO, [Cl-], [Fe], [NH4+], O. The product is CC(c1ccc(Cl)cc1N)N1C(=O)c2cc(I)ccc2N(CCCCC(=O)OC(C)(C)C)C(=O)C1c1ccc(Cl)cc1. RXN SMILES: [C:3]([CH3:4])([CH3:5])([CH3:6])[O:7][C:8]([CH2:9][CH2:10][CH2:11][CH2:12][N:13]1[C:14](=[O:45])[CH:15]([c:38]2[cH:39][cH:40][c:41]([Cl:44])[cH:42][cH:43]2)[N:16]([CH:26]([CH3:27])[c:28]2[c:29]([N+:35]([O-:36])=[O:37])[cH:30][c:31]([Cl:34])[cH:32][cH:33]2)[C:17](=[O:25])[c:18]2[c:19]1[cH:20][cH:21][c:22]([I:24])[cH:23]2)=[O:46].[CH3:48][CH2:49][OH:50].[Cl-:1].[Fe:51].[NH4+:2].[OH2:47]>>[C:3]([CH3:4])([CH3:5])([CH3:6])[O:7][C:8]([CH2:9][CH2:10][CH2:11][CH2:12][N:13]1[C:14](=[O:45])[CH:15]([c:38]2[cH:39][cH:40][c:41]([Cl:44])[cH:42][cH:43]2)[N:16]([CH:26]([CH3:27])[c:28]2[c:29]([NH2:35])[cH:30][c:31]([Cl:34])[cH:32][cH:33]2)[C:17](=[O:25])[c:18]2[c:19]1[cH:20][cH:21][c:22]([I:24])[cH:23]2)=[O:46]. The reactants are C(C1=CC=CC=C1)N1C2=CC=C(C=C2C=2C(=CC=C(C12)OC)C(=O)OC1=CC=C(C=C1)[N+](=O)[O-])Cl (4-Nitrophenyl 9-benzyl-6-chloro-1-methoxy-4-carbazole carboxylate), ClC=1C=NC=C(C1N)Cl (3,5-dichloro-4-amino pyridine), Cl (HCl), [H-].[Na+] (sodium hydride). Run in CN(C)C=O (DMF), O (water). Conditions: time 1 hour. Product: ClC=1C=NC=C(C1NC(=O)C1=CC=C(C=2N(C3=CC=C(C=C3C12)Cl)CC1=CC=CC=C1)OC)Cl (N4-(3,5-dichloro-4-pyridyl)-9-benzyl-6-chloro-1-methoxy-9H-4-carbazole carboxamide). The yield is 46.1%. RXN SMILES: [CH2:1]([N:8]1[C:20]2[C:19]([O:21][CH3:22])=[CH:18][CH:17]=[C:16]([C:23](OC3C=CC([N+]([O-])=O)=CC=3)=[O:24])[C:15]=2[C:14]2[C:9]1=[CH:10][CH:11]=[C:12]([Cl:35])[CH:13]=2)[C:2]1[CH:7]=[CH:6][CH:5]=[CH:4][CH:3]=1.[Cl:36][C:37]1[CH:38]=[N:39][CH:40]=[C:41]([Cl:44])[C:42]=1[NH2:43].[H-].[Na+].Cl>CN(C=O)C.O>[Cl:36][C:37]1[CH:38]=[N:39][CH:40]=[C:41]([Cl:44])[C:42]=1[NH:43][C:23]([C:16]1[C:15]2[C:14]3[C:9](=[CH:10][CH:11]=[C:12]([Cl:35])[CH:13]=3)[N:8]([CH2:1][C:2]3[CH:3]=[CH:4][CH:5]=[CH:6][CH:7]=3)[C:20]=2[C:19]([O:21][CH3:22])=[CH:18][CH:17]=1)=[O:24] |f:2.3|. Procedure details: To a solution of 4-Nitrophenyl 9-benzyl-6-chloro-1-methoxy-4-carbazole carboxylate (124 mg, 0.255 mmoles) in dry DMF (3 ml) under nitrogen atmosphere, 3,5-dichloro-4-amino pyridine (41.5 mg, 0.255 mmoles) was added followed by sodium hydride (60% suspension, 16.7 mg, 0.382 mmoles) and the reaction mixture was stirred at room temperature for one hour. Ice pieces were added to the reaction mixture, diluted with water (15 ml) and neutralized with 1N HCl. The precipitated product was filtered, washe... Starting materials: C(C)(C)(C)OC(NC1=C(C=C(C=C1)C1=C(C=C(C=C1)F)OCOC)NC(CC(=O)C1=CC(=CC=C1)N1C=NC=C1)=O)=O ({4′-fluoro-3-[3-(3-imidazol-1-yl-phenyl)-3-oxo-propionylamino]-2′-methoxymethoxy-biphenyl-4-yl}-carbamic acid tert.-butyl ester), C(=O)(C(F)(F)F)O (TFA). The solvent is C(Cl)Cl (CH2Cl2). The product is FC1=CC(=C(C=C1)C=1C=CC2=C(NC(CC(=N2)C2=CC(=CC=C2)N2C=NC=C2)=O)C1)O (8-(4-Fluoro-2-hydroxy-phenyl)-4-(3-imidazol-1-yl-phenyl)-1,3-dihydro-benzo[b][1,4]diazepin-2-one). As a reaction SMILES: C(OC(=O)[NH:7][C:8]1[CH:13]=[CH:12][C:11]([C:14]2[CH:19]=[CH:18][C:17]([F:20])=[CH:16][C:15]=2[O:21]COC)=[CH:10][C:9]=1[NH:25][C:26](=[O:41])[CH2:27][C:28]([C:30]1[CH:35]=[CH:34][CH:33]=[C:32]([N:36]2[CH:40]=[CH:39][N:38]=[CH:37]2)[CH:31]=1)=O)(C)(C)C.C(O)(C(F)(F)F)=O>C(Cl)Cl>[F:20][C:17]1[CH:18]=[CH:19][C:14]([C:11]2[CH:12]=[CH:13][C:8]3[N:7]=[C:28]([C:30]4[CH:35]=[CH:34][CH:33]=[C:32]([N:36]5[CH:40]=[CH:39][N:38]=[CH:37]5)[CH:31]=4)[CH2:27][C:26](=[O:41])[NH:25][C:9]=3[CH:10]=2)=[C:15]([OH:21])[CH:16]=1. Procedure: Prepared from {4′-fluoro-3-[3-(3-imidazol-1-yl-phenyl)-3-oxo-propionylamino]-2′-methoxymethoxy-biphenyl-4-yl}-carbamic acid tert.-butyl ester (Example K51) by treatment with TFA in CH2Cl2 according to the general procedure M. Obtained as a light yellow solid (13 mg). Reactants: CCOC(=O)c1ccc2c(c1)CC(C)(C)C(c1cc(F)cc(N3CCN(C(C)C)CC3)c1)N2, CO, Cl, [Li+], C1CCOC1, [OH-], O, O. Product: CC(C)N1CCN(c2cc(F)cc(C3Nc4ccc(C(=O)O)cc4CC3(C)C)c2)CC1. RXN SMILES: [CH2:1]([CH3:2])[O:3][C:4](=[O:5])[c:6]1[cH:7][c:8]2[c:13]([cH:14][cH:15]1)[NH:12][CH:11]([c:16]1[cH:17][c:18]([F:31])[cH:19][c:20]([N:22]3[CH2:23][CH2:24][N:25]([CH:28]([CH3:29])[CH3:30])[CH2:26][CH2:27]3)[cH:21]1)[C:10]([CH3:32])([CH3:33])[CH2:9]2.[CH3:39][OH:40].[ClH:38].[Li+:36].[O:41]1[CH2:42][CH2:43][CH2:44][CH2:45]1.[OH-:35].[OH2:34].[OH2:37]>>[O:3]=[C:4]([OH:5])[c:6]1[cH:7][c:8]2[c:13]([cH:14][cH:15]1)[NH:12][CH:11]([c:16]1[cH:17][c:18]([F:31])[cH:19][c:20]([N:22]3[CH2:23][CH2:24][N:25]([CH:28]([CH3:29])[CH3:30])[CH2:26][CH2:27]3)[cH:21]1)[C:10]([CH3:32])([CH3:33])[CH2:9]2. Starting materials: COc1cc(CO)cc(OC)c1, O, BrP(Br)Br. The product is COc1cc(CBr)cc(OC)c1. As a reaction SMILES: [CH3:1][O:2][c:3]1[cH:4][c:5]([CH2:6][OH:7])[cH:8][c:9]([O:11][CH3:12])[cH:10]1.[OH2:17].[P:13]([Br:14])([Br:15])[Br:16]>>[CH3:1][O:2][c:3]1[cH:4][c:5]([CH2:6][Br:14])[cH:8][c:9]([O:11][CH3:12])[cH:10]1.